Dataset: the Open Reaction Database (ORD), a public repository of structured organic reaction records. Task: describe an organic reaction: reactants, conditions, products, and yield Reactants: ClC1=CC=C(C=C1)S(=O)(=O)N1[C@@H](C(NCC1)=O)CC(=O)O ((R)-2-(1-(4-chlorophenylsulfonyl)-3-oxopiperazin-2-yl)acetic acid), S1C(SCCC1)CCC=1C=C2CCC[C@H](C2=CC1)N ((R)-6-(2-(1,3-dithian-2-yl)ethyl)-1,2,3,4-tetrahydronaphthalen-1-amine), C=1C=CC2=C(C1)N=NN2O (HOBt), CCN=C=NCCCN(C)C (EDCI). Solvent: CN(C)C=O (DMF). Yields the product S1C(SCCC1)CC=1C=C2CCC[C@H](C2=CC1)NC(C[C@H]1N(CCNC1=O)S(=O)(=O)C1=CC=C(C=C1)Cl)=O (N-((R)-6-((1,3-dithian-2-yl)methyl)-1,2,3,4-tetrahydronaphthalen-1-yl)-2-((R)-1-(4-chlorophenylsulfonyl)-3-oxopiperazin-2-yl)acetamide). As a reaction SMILES: [Cl:1][C:2]1[CH:7]=[CH:6][C:5]([S:8]([N:11]2[CH2:16][CH2:15][NH:14][C:13](=[O:17])[C@H:12]2[CH2:18][C:19](O)=[O:20])(=[O:10])=[O:9])=[CH:4][CH:3]=1.[S:22]1[CH2:27][CH2:26][CH2:25][S:24][CH:23]1[CH2:28][CH2:29][C:30]1[CH:31]=[C:32]2[C:37](=[CH:38]C=1)[C@H:36](N)[CH2:35][CH2:34][CH2:33]2.C1C=CC2N(O)N=[N:47]C=2C=1.CCN=C=NCCCN(C)C>CN(C=O)C>[S:24]1[CH2:25][CH2:26][CH2:27][S:22][CH:23]1[CH2:28][C:29]1[CH:38]=[C:37]2[C:32](=[CH:31][CH:30]=1)[C@H:33]([NH:47][C:19](=[O:20])[CH2:18][C@@H:12]1[C:13](=[O:17])[NH:14][CH2:15][CH2:16][N:11]1[S:8]([C:5]1[CH:6]=[CH:7][C:2]([Cl:1])=[CH:3][CH:4]=1)(=[O:9])=[O:10])[CH2:34][CH2:35][CH2:36]2. Reported procedure: A solution of (R)-2-(1-(4-chlorophenylsulfonyl)-3-oxopiperazin-2-yl)acetic acid (1.98 g, 6.0 mmol), crude (R)-6-(2-(1,3-dithian-2-yl)ethyl)-1,2,3,4-tetrahydronaphthalen-1-amine (1.8 g, 6.45 mmol), HOBt (892 mg, 6.6 mmol) and EDCI(1.265 g, 6.6 mmol)in 15 mL of DMF was stirred overnight at room temperature. After quenching with Sat. NaHCO3 solution, the reaction mixture was extracted with EtOAc/hexane (1:1, 200 mL×2). The combined organic phase was washed brine, dried over Na2SO4, and evaporated i... Reactants: CCC(C)(C)c1nc2cc(S(=O)(=O)Cl)ccc2n1CC1CCOCC1, CN(C)c1ccncc1, CC#N, c1cn[nH]c1. The product is CCC(C)(C)c1nc2cc(S(=O)(=O)n3cccn3)ccc2n1CC1CCOCC1. As a reaction SMILES: [CH3:1][C:2]([CH2:3][CH3:4])([CH3:5])[c:6]1[n:7][c:8]2[c:9]([n:10]1[CH2:11][CH:12]1[CH2:13][CH2:14][O:15][CH2:16][CH2:17]1)[cH:18][cH:19][c:20]([S:22](=[O:23])(=[O:24])[Cl:25])[cH:21]2.[CH3:31][N:32]([c:33]1[cH:34][cH:35][n:36][cH:37][cH:38]1)[CH3:39].[CH3:40][C:41]#[N:42].[nH:26]1[n:27][cH:28][cH:29][cH:30]1>>[CH3:1][C:2]([CH2:3][CH3:4])([CH3:5])[c:6]1[n:7][c:8]2[c:9]([n:10]1[CH2:11][CH:12]1[CH2:13][CH2:14][O:15][CH2:16][CH2:17]1)[cH:18][cH:19][c:20]([S:22](=[O:23])(=[O:24])[n:26]1[n:27][cH:28][cH:29][cH:30]1)[cH:21]2.